Task: describe an organic reaction: reactants, conditions, products, and yield. Dataset: the Open Reaction Database (ORD), a public repository of structured organic reaction records Starting materials: O (water), ester, O=CCCCC1=CC=C(C(=O)OCC)C=C1 (ethyl 4-(4-oxobutyl)benzoate), NCCC1(CCCCC1)O (1-(2-aminoethyl)cyclohexanol), SC(C(=O)O)(C)C (2-Mercapto-2-methylpropionic acid). The solvent is C1(=CC=CC=C1)C (toluene). Reaction conditions: time 5 hour. Yields the product OC1(CCCCC1)CCN1C(SC(C1=O)(C)C)CCCC1=CC=C(C(=O)OCC)C=C1 (Ethyl 4-{3-[3-[2-(1-Hydroxycyclohexyl)ethyl]-5,5-dimethyl-4-oxo-2-thiazolidinyl]propyl}benzoate). RXN SMILES: O=[CH:2][CH2:3][CH2:4][CH2:5][C:6]1[CH:16]=[CH:15][C:9]([C:10]([O:12][CH2:13][CH3:14])=[O:11])=[CH:8][CH:7]=1.[NH2:17][CH2:18][CH2:19][C:20]1([OH:26])[CH2:25][CH2:24][CH2:23][CH2:22][CH2:21]1.[SH:27][C:28]([CH3:33])([CH3:32])[C:29](O)=[O:30].O>C1(C)C=CC=CC=1>[OH:26][C:20]1([CH2:19][CH2:18][N:17]2[C:29](=[O:30])[C:28]([CH3:33])([CH3:32])[S:27][CH:2]2[CH2:3][CH2:4][CH2:5][C:6]2[CH:16]=[CH:15][C:9]([C:10]([O:12][CH2:13][CH3:14])=[O:11])=[CH:8][CH:7]=2)[CH2:25][CH2:24][CH2:23][CH2:22][CH2:21]1. Reported procedure: A solution of ethyl 4-(4-oxobutyl)benzoate (5.5 g., 0.025 mole) and 1-(2-aminoethyl)cyclohexanol (3.7 g., 0.026 mole) in toluene (40 ml.) is boiled in an open flask for 5 minutes to remove the formed water as the azeotrope. 2-Mercapto-2-methylpropionic acid (3.3 g., 0.0275 mole) is added and the solution is boiled under a Dean-Stark water separator for 5 hours. The solution is then cooled, washed with 2 N hydrochloric acid and water, and dried over sodium sulfate. The solvent is removed at reduc...